Dataset: the Open Reaction Database (ORD), a public repository of structured organic reaction records. Task: describe an organic reaction: reactants, conditions, products, and yield Starting materials: CC1=NN=C(S1)CN(C(OC(C)(C)C)=O)C1=NC(=NC(=C1)OC[C@@H]1[C@H](C1)C1=NC=C(C=C1)C)C (tert-Butyl ((5-methyl-1,3,4-thiadiazol-2-yl)methyl)(2-methyl-6-(((1S,2S)-2-(5-methylpyridin-2-yl)cyclopropyl)methoxy)pyrimidin-4-yl)carbamate), C(=O)([O-])[O-].[K+].[K+] (K2CO3). Run in CCOC(=O)C (EtOAc), CO (MeOH). Run at temperature 70 celsius, time 2 hour. Yields the product CC1=NC(=CC(=N1)NCC=1SC(=NN1)C)OC[C@@H]1[C@H](C1)C1=NC=C(C=C1)C (2-Methyl-6-{[(1S,2S)-2-(5-methylpyridin-2-yl)cyclopropyl]methoxy}-N-[(5-methyl-1,3,4-thiadiazol-2-yl)methyl]pyrimidin-4-amine). Isolated yield 68.9%. Reaction SMILES: [CH3:1][C:2]1[S:6][C:5]([CH2:7][N:8]([C:16]2[CH:21]=[C:20]([O:22][CH2:23][C@H:24]3[CH2:26][C@@H:25]3[C:27]3[CH:32]=[CH:31][C:30]([CH3:33])=[CH:29][N:28]=3)[N:19]=[C:18]([CH3:34])[N:17]=2)C(=O)OC(C)(C)C)=[N:4][N:3]=1.C([O-])([O-])=O.[K+].[K+]>CO.CCOC(C)=O>[CH3:34][C:18]1[N:17]=[C:16]([NH:8][CH2:7][C:5]2[S:6][C:2]([CH3:1])=[N:3][N:4]=2)[CH:21]=[C:20]([O:22][CH2:23][C@H:24]2[CH2:26][C@@H:25]2[C:27]2[CH:32]=[CH:31][C:30]([CH3:33])=[CH:29][N:28]=2)[N:19]=1 |f:1.2.3|. Procedure: To a solution of 2-2 (51.0 mg, 0.11 mmol) in MeOH (0.53 mL) was added K2CO3 (17.5 mg, 0.13 mmol). The resulted suspension was stirred at 70° C. for 2 hour. The mixture was diluted with EtOAc, and then extracted with 1N HCl. The aqueous layer was basified with 5N NaOH and extracted with DCM three times. The combined DCM layers were dried over Na2SO4 and concentrated to give 2-3″ as an off white solid (29 mg, 72%). MS (M+H)+: observed=383.1654, calculated=383.1649. 1H NMR (400 MHz, DMSO-d6): δ 8.2... The reactants are FC1=C(C=CC(=C1)F)C1CC(C2=CC(=CC=C12)O)=O (3-(2,4-Difluorophenyl)-2,3-dihydro-6-hydroxyinden-1-one), OC1=CC=C2C(CC(C2=C1)=O)C1=CC=CC=C1 (2,3-dihydro-6-hydroxy-3-phenylinden-1-one). The product is C(C)(=O)OC=1C=C2C(CC(C2=CC1)C1=C(C=C(C=C1)F)F)=O (1-(2,4-Difluorophenyl)-2,3-dihydro-3-oxo-1H-inden-5-yl acetate). The yield is 90.0%. As a reaction SMILES: [F:1][C:2]1[CH:7]=[C:6]([F:8])[CH:5]=[CH:4][C:3]=1[CH:9]1[C:17]2[C:12](=[CH:13][C:14]([OH:18])=[CH:15][CH:16]=2)[C:11](=[O:19])[CH2:10]1.[OH:20][C:21]1C=C2C(C(C3C=CC=CC=3)CC2=O)=C[CH:22]=1>>[C:21]([O:18][C:14]1[CH:13]=[C:12]2[C:17](=[CH:16][CH:15]=1)[CH:9]([C:3]1[CH:4]=[CH:5][C:6]([F:8])=[CH:7][C:2]=1[F:1])[CH2:10][C:11]2=[O:19])(=[O:20])[CH3:22]. Reported procedure: The procedure of Step 3 of Example 1 was repeated except for using 3-(2,4-difluorophenyl)-2,3-dihydro-6-hydroxyinden-1-one obtained in Step 2 as a starting material instead of 2,3-dihydro-6-hydroxy-3-phenylinden-1-one to obtain the title compound (90%). The reactants are NC1=NC(=CC=C1)C#CC1=CC=C(C(=O)NC[C@@H](C(=O)O)NS(=O)(=O)C2=CC=CC=C2)C=C1 (4-(2-Aminopyridin-6-ylethynyl)benzoyl-2(S)-phenylsulfonylamino-β-alanine), [OH-].[Na+] (NaOH). The reagents and catalysts are [Pd] (Pd/C). Solvent: O (H2O). The product is NC1=NC(=CC=C1)CCC1=CC=C(C(=O)NC[C@@H](C(=O)O)NS(=O)(=O)C2=CC=CC=C2)C=C1 (4-[2-(2-Aminopyridin-6-yl)ethyl]benzoyl-2(S)-phenylsulfonylamino-β-alanine). RXN SMILES: [NH2:1][C:2]1[CH:7]=[CH:6][CH:5]=[C:4]([C:8]#[C:9][C:10]2[CH:33]=[CH:32][C:13]([C:14]([NH:16][CH2:17][C@H:18]([NH:22][S:23]([C:26]3[CH:31]=[CH:30][CH:29]=[CH:28][CH:27]=3)(=[O:25])=[O:24])[C:19]([OH:21])=[O:20])=[O:15])=[CH:12][CH:11]=2)[N:3]=1.[OH-].[Na+]>O.[Pd]>[NH2:1][C:2]1[CH:7]=[CH:6][CH:5]=[C:4]([CH2:8][CH2:9][C:10]2[CH:33]=[CH:32][C:13]([C:14]([NH:16][CH2:17][C@H:18]([NH:22][S:23]([C:26]3[CH:31]=[CH:30][CH:29]=[CH:28][CH:27]=3)(=[O:25])=[O:24])[C:19]([OH:21])=[O:20])=[O:15])=[CH:12][CH:11]=2)[N:3]=1 |f:1.2|. Procedure: Alkyne 29-6 (60 mg, 0.13 mmol), was suspended in 1.3 mL H2O, 1N NaOH was added until the mixture was homogeneous, 10% Pd/C (12 mg) was added, and an H2 balloon was applied. After 16 h the reaction was filtered, concentrated, and purified by flash chromatography (silica, 12:10:1:1 EtOAc/EtOH/NH4OH/H2O) providing 29-7 as a white solid. Starting materials: C=C(c1ccc(Cl)cc1)c1nsc2cc(Br)ccc12, C=CCN, CN(C)C=O. Product: C=CCNCC(c1ccc(Cl)cc1)c1nsc2cc(Br)ccc12. RXN SMILES: [Br:1][c:2]1[cH:3][c:4]2[c:5]([c:6]([C:9](=[CH2:10])[c:11]3[cH:12][cH:13][c:14]([Cl:17])[cH:15][cH:16]3)[n:7][s:8]2)[cH:18][cH:19]1.[CH2:20]([CH:21]=[CH2:22])[NH2:23].[O:24]=[CH:25][N:26]([CH3:27])[CH3:28]>>[Br:1][c:2]1[cH:3][c:4]2[c:5]([c:6]([CH:9]([CH2:10][NH:23][CH2:20][CH:21]=[CH2:22])[c:11]3[cH:12][cH:13][c:14]([Cl:17])[cH:15][cH:16]3)[n:7][s:8]2)[cH:18][cH:19]1. Starting materials: [Si](C)(C)(C(C)(C)C)OC1C=CC(C1)=O (4-t-butyldimethylsilyloxy-2-cyclopentenone), cuprous iodide, C(CCC)P(CCCC)CCCC (tributyl phosphine), saturated aqueous solution, [Cl-].[NH4+] (ammonium chloride), C(C=C)[Li] (2-propenyllithium), C(CCC)=O (butanal). Run in C(C)(=O)OCC (ethyl acetate), C1=CC=CC=C1 (benzene), CCOCC (ether), CCOCC (ether), CCOCC (ether). Reaction conditions: time 10 minute. Yields the product C(C=C)C1C(C(CC1O[Si](C)(C)C(C)(C)C)=O)C(CCC)O (3-(2-propenyl)-4-t-butyldimethylsilyloxy-2-(1-hydroxybutyl)cyclopentanone). Isolated yield 44.0%. RXN SMILES: C(P(CCCC)CCCC)CCC.[CH2:14]([Li])[CH:15]=[CH2:16].[Si:18]([O:25][CH:26]1[CH2:30][C:29](=[O:31])[CH:28]=[CH:27]1)([C:21]([CH3:24])([CH3:23])[CH3:22])([CH3:20])[CH3:19].[CH:32](=[O:36])[CH2:33][CH2:34][CH3:35].[Cl-].[NH4+]>CCOCC.C(OCC)(=O)C.C1C=CC=CC=1>[CH2:14]([CH:27]1[CH:26]([O:25][Si:18]([C:21]([CH3:24])([CH3:23])[CH3:22])([CH3:20])[CH3:19])[CH2:30][C:29](=[O:31])[CH:28]1[CH:32]([OH:36])[CH2:33][CH2:34][CH3:35])[CH:15]=[CH2:16] |f:4.5|. Procedure: 266 mg (2.2 mmoles) of 2-bromopropene was dissolved in 5 ml of dry ether, and the solution was cooled to -95° C. Then, 3.0 ml (4.8 mmoles) of t-butyllithium (as 1.60M pentane solution) was added, and the mixture was stirred at -78° C. for 2 hours to form a 2-propenyllithium solution. 300 mg (2.05 mmoles) of cuprous iodide was taken into a reaction vessel. The reaction vessel was purged with argon, and 30 ml of dry ether and 1.02 ml (4.1 mmoles) of tributyl phosphine were added. The mixture was s... The reactants are O=C([O-])O, CN1CCN(c2cnc3ccc(-c4ccc(N)nc4)cc3n2)CC1, CC(=O)OC(C)=O, [Na+], O, O=S(=O)(Cl)Cl, c1ccncc1. Product: CC(=O)Nc1ccc(-c2ccc3ncc(N4CCN(C)CC4)nc3c2)cn1. As a reaction SMILES: [C:44](=[O:45])([OH:46])[O-:47].[CH3:1][N:2]1[CH2:3][CH2:4][N:5]([c:8]2[cH:9][n:10][c:11]3[cH:12][cH:13][c:14](-[c:18]4[cH:19][cH:20][c:21]([NH2:24])[n:22][cH:23]4)[cH:15][c:16]3[n:17]2)[CH2:6][CH2:7]1.[CH3:30][C:31](=[O:32])[O:33][C:34](=[O:35])[CH3:36].[Na+:48].[OH2:43].[S:25]([Cl:26])([Cl:27])(=[O:28])=[O:29].[cH:37]1[cH:38][cH:39][n:40][cH:41][cH:42]1>>[CH3:1][N:2]1[CH2:3][CH2:4][N:5]([c:8]2[cH:9][n:10][c:11]3[cH:12][cH:13][c:14](-[c:18]4[cH:19][cH:20][c:21]([NH:24][C:31]([CH3:30])=[O:32])[n:22][cH:23]4)[cH:15][c:16]3[n:17]2)[CH2:6][CH2:7]1. Starting materials: C(C1=CC=CC=C1)OC1=CC=C(C[C@@H]([C@@H](CN(S(=O)(=O)C2=CC=C(C=C2)[N+](=O)[O-])CC(C)C)O)NC(O[C@@H]2CO[C@H]3OCC[C@H]32)=O)C=C1 ((3S,3aS,6aR)-hexahydrofuro[2,3-b]furan-3-yl (1S,2R)-1-[4-(benzyloxy)benzyl]-2-hydroxy-3-{isobutyl[(4-nitrophenyl)sulfonyl]amino}propylcarbamate), COC(C)(C)OC (2,2-dimethoxypropane), C1(=CC=C(C=C1)S(=O)(=O)O)C (p-toluenesulfonic acid). Solvent: ClCCl (dichloromethane). Product: C(C1=CC=CC=C1)OC1=CC=C(C[C@@H]2N(C(O[C@@H]2CN(S(=O)(=O)C2=CC=C(C=C2)[N+](=O)[O-])CC(C)C)(C)C)C(=O)O[C@@H]2CO[C@H]3OCC[C@H]32)C=C1 ((3S,3aS,6aR)-hexahydrofuro[2,3-b]furan-3-yl (4S,5R)-4-[4-(benzyloxy)benzyl]-5-({isobutyl[(4-nitrophenyl)sulfonyl]amino}methyl)-2,2-dimethyl-1,3-oxazolidine-3-carboxylate). The yield is 64.5%. Reaction SMILES: [CH2:1]([O:8][C:9]1[CH:48]=[CH:47][C:12]([CH2:13][C@H:14]([NH:35][C:36](=[O:46])[O:37][C@H:38]2[C@H:45]3[C@H:41]([O:42][CH2:43][CH2:44]3)[O:40][CH2:39]2)[C@H:15]([OH:34])[CH2:16][N:17]([CH2:30][CH:31]([CH3:33])[CH3:32])[S:18]([C:21]2[CH:26]=[CH:25][C:24]([N+:27]([O-:29])=[O:28])=[CH:23][CH:22]=2)(=[O:20])=[O:19])=[CH:11][CH:10]=1)[C:2]1[CH:7]=[CH:6][CH:5]=[CH:4][CH:3]=1.CO[C:51](OC)([CH3:53])[CH3:52].C1(C)C=CC(S(O)(=O)=O)=CC=1>ClCCl>[CH2:1]([O:8][C:9]1[CH:10]=[CH:11][C:12]([CH2:13][C@H:14]2[C@@H:15]([CH2:16][N:17]([CH2:30][CH:31]([CH3:33])[CH3:32])[S:18]([C:21]3[CH:22]=[CH:23][C:24]([N+:27]([O-:29])=[O:28])=[CH:25][CH:26]=3)(=[O:19])=[O:20])[O:34][C:51]([CH3:53])([CH3:52])[N:35]2[C:36]([O:37][C@H:38]2[C@H:45]3[C@H:41]([O:42][CH2:43][CH2:44]3)[O:40][CH2:39]2)=[O:46])=[CH:47][CH:48]=1)[C:2]1[CH:3]=[CH:4][CH:5]=[CH:6][CH:7]=1. Reported procedure: To a solution of (3S,3aS,6aR)-hexahydrofuro[2,3-b]furan-3-yl (1S,2R)-1-[4-(benzyloxy)benzyl]-2-hydroxy-3-{isobutyl[(4-nitrophenyl)sulfonyl]amino}propylcarbamate (1.00 g, 1.5 mmol) in 20 mL of dichloromethane was added 2,2-dimethoxypropane (1.5 g, 14.6 mmol) and p-toluenesulfonic acid (0.09 g, 0.5 mmol). The solution was refluxed for 12 hours, and the solvent was removed under reduced pressure. The residue was purified on silica gel using ethyl acetate-hexanes (3.5:6.5) as eluent to provide 0.70 ... Starting materials: BrC1=CC=C(C=C1)S (4-bromobenzenethiol), [H-].[Na+] (NaH), C(C1=CC=CC=C1)N1C(C=C(C2=CC=CN=C12)Cl)=O (1-benzyl-4-chloro-1H-[1,8]naphthyridin-2-one). The solvent is CN(C)C=O (DMF), CN(C)C=O (DMF). Conditions: time 10 minute. Product: C(C1=CC=CC=C1)N1C(C=C(C2=CC=CN=C12)SC1=CC=C(C=C1)Br)=O (1-Benzyl-4-(4-bromo-phenylsulfanyl)-1H-[1,8]naphthyridin-2-one). Isolated yield 99.2%. As a reaction SMILES: [H-].[Na+].[Br:3][C:4]1[CH:9]=[CH:8][C:7]([SH:10])=[CH:6][CH:5]=1.[CH2:11]([N:18]1[C:27]2[C:22](=[CH:23][CH:24]=[CH:25][N:26]=2)[C:21](Cl)=[CH:20][C:19]1=[O:29])[C:12]1[CH:17]=[CH:16][CH:15]=[CH:14][CH:13]=1>CN(C=O)C>[CH2:11]([N:18]1[C:27]2[C:22](=[CH:23][CH:24]=[CH:25][N:26]=2)[C:21]([S:10][C:7]2[CH:8]=[CH:9][C:4]([Br:3])=[CH:5][CH:6]=2)=[CH:20][C:19]1=[O:29])[C:12]1[CH:13]=[CH:14][CH:15]=[CH:16][CH:17]=1 |f:0.1|. Reported procedure: To a suspension of NaH (24 mg, 1 mmol) in DMF (4 mL) was added 4-bromobenzenethiol (189 mg, 1 mmol) at 0° C. After being stirred at rt for 10 min, a solution of 1-benzyl-4-chloro-1H-[1,8]naphthyridin-2-one (135 mg, 0.5 mmol) in DMF (1 mL) was introduced at rt. The reaction was quenched by adding water followed by extracting with EtOAc. The organic layer was washed with brine and dried over Na2SO4. Column chromatography of the concentrated residue gave 210 mg of product (yield: 100%): 1H NMR (500...